From a dataset of the Open Reaction Database (ORD), a public repository of structured organic reaction records. describe an organic reaction: reactants, conditions, products, and yield Starting materials: CCN(C(C)C)C(C)C, COc1ccc(N2CCOCC2)c2sc(-c3nc4c([nH]3)CCNCC4)nc12, CS(=O)(=O)Cl, Cl, C1CCOC1. Yields the product COc1ccc(N2CCOCC2)c2sc(-c3nc4c([nH]3)CCN(S(C)(=O)=O)CC4)nc12. Reaction SMILES: [CH2:29]([N:30]([CH:31]([CH3:32])[CH3:33])[CH:34]([CH3:35])[CH3:36])[CH3:37].[CH3:2][O:3][c:4]1[cH:5][cH:6][c:7]([N:23]2[CH2:24][CH2:25][O:26][CH2:27][CH2:28]2)[c:8]2[c:9]1[n:10][c:11](-[c:13]1[n:14][c:15]3[c:16]([nH:22]1)[CH2:17][CH2:18][NH:19][CH2:20][CH2:21]3)[s:12]2.[CH3:38][S:39]([Cl:40])(=[O:41])=[O:42].[ClH:1].[O:43]1[CH2:44][CH2:45][CH2:46][CH2:47]1>>[CH3:2][O:3][c:4]1[cH:5][cH:6][c:7]([N:23]2[CH2:24][CH2:25][O:26][CH2:27][CH2:28]2)[c:8]2[c:9]1[n:10][c:11](-[c:13]1[n:14][c:15]3[c:16]([nH:22]1)[CH2:17][CH2:18][N:19]([S:39]([CH3:38])(=[O:41])=[O:42])[CH2:20][CH2:21]3)[s:12]2. The reactants are CC(C(=O)c1ccc2c(c1)n(C)c(=O)n2C)c1ccc(Br)cc1Cl, CCCC[N+](CCCC)(CCCC)CCCC, C1CCOC1, CCCC[N+](CCCC)(CCCC)CCCC, CO, [F-], [F-], C[Si](C)(C)C(F)(F)F, O, O, O, O. The product is CC(c1ccc(Br)cc1Cl)C(O)(c1ccc2c(c1)n(C)c(=O)n2C)C(F)(F)F. As a reaction SMILES: [Br:30][c:31]1[cH:32][c:33]([Cl:53])[c:34]([CH:37]([C:38](=[O:39])[c:40]2[cH:41][c:42]3[c:43]([n:44]([CH3:49])[c:45](=[O:48])[n:46]3[CH3:47])[cH:50][cH:51]2)[CH3:52])[cH:35][cH:36]1.[CH2:5]([N+:6]([CH2:7][CH2:8][CH2:9][CH3:10])([CH2:11][CH2:12][CH2:13][CH3:14])[CH2:15][CH2:16][CH2:17][CH3:18])[CH2:19][CH2:20][CH3:21].[CH2:72]1[O:73][CH2:74][CH2:75][CH2:76]1.[CH3:55][CH2:56][CH2:57][CH2:58][N+:59]([CH2:60][CH2:61][CH2:62][CH3:63])([CH2:64][CH2:65][CH2:66][CH3:67])[CH2:68][CH2:69][CH2:70][CH3:71].[CH3:78][OH:79].[F-:4].[F-:54].[F:22][C:23]([F:24])([F:25])[Si:26]([CH3:27])([CH3:28])[CH3:29].[OH2:1].[OH2:2].[OH2:3].[OH2:77]>>[F:22][C:23]([F:24])([F:25])[C:38]([CH:37]([c:34]1[c:33]([Cl:53])[cH:32][c:31]([Br:30])[cH:36][cH:35]1)[CH3:52])([OH:39])[c:40]1[cH:41][c:42]2[c:43]([n:44]([CH3:49])[c:45](=[O:48])[n:46]2[CH3:47])[cH:50][cH:51]1.